Dataset: the Open Reaction Database (ORD), a public repository of structured organic reaction records. Task: describe an organic reaction: reactants, conditions, products, and yield Reactants: C(N)(=O)C1=CC(=CC=2C3=CC=C(C=C3NC12)C(=O)N1CCOCC1)C1CCN(CC1)C(=O)OC(C)(C)C (tert-butyl 4-(1-carbamoyl-7-(morpholine-4-carbonyl)-9H-carbazol-3-yl)piperidine-1-carboxylate), FC(C(=O)O)(F)F (trifluoroacetic acid). Solvent: ClCCCl (1,2-Dichloroethane). The product is N1(CCOCC1)C(=O)C1=CC=C2C=3C=C(C=C(C3NC2=C1)C(=O)N)C1CCNCC1 (7-(morpholine-4-carbonyl)-3-(piperidin-4-yl)-9H-carbazole-1-carboxamide). Isolated yield 54.4%. Reaction SMILES: [C:1]([C:4]1[C:16]2[NH:15][C:14]3[C:9](=[CH:10][CH:11]=[C:12]([C:17]([N:19]4[CH2:24][CH2:23][O:22][CH2:21][CH2:20]4)=[O:18])[CH:13]=3)[C:8]=2[CH:7]=[C:6]([CH:25]2[CH2:30][CH2:29][N:28](C(OC(C)(C)C)=O)[CH2:27][CH2:26]2)[CH:5]=1)(=[O:3])[NH2:2].FC(F)(F)C(O)=O>ClCCCl>[N:19]1([C:17]([C:12]2[CH:13]=[C:14]3[C:9]([C:8]4[CH:7]=[C:6]([CH:25]5[CH2:30][CH2:29][NH:28][CH2:27][CH2:26]5)[CH:5]=[C:4]([C:1]([NH2:2])=[O:3])[C:16]=4[NH:15]3)=[CH:10][CH:11]=2)=[O:18])[CH2:20][CH2:21][O:22][CH2:23][CH2:24]1. Procedure: tert-Butyl 4-(1-carbamoyl-7-(morpholine-4-carbonyl)-9H-carbazol-3-yl)piperidine-1-carboxylate (Example 393, 50 mg, 0.099 mmol) was dissolved in 1,2-Dichloroethane (3 ml) and trifluoroacetic acid (1 ml, 12.98 mmol) and stirred for 1 hour at room temperature. Evaporation of volatiles and purification by reversed phase preparative HPLC, followed by filtration of product containing fractions through a PHENOMENEX® Strata-X cartridge (2 g adsorbent), a wash with Methanol, and elution with 2M NH3 in Me... The reactants are C(C)(=O)O[C@H]1[C@H](OC2=C(C=CC(=C2)F)Br)SC[C@H]([C@@H]1OC(C)=O)OC(C)=O (2-bromo-5-fluoro-phenyl 2,3,4-tri-O-acetyl-5-thio-β-D-xylopyranoside), N1=CC=C(C=C1)B(O)O (4-pyridineboronic acid). Yields the product C(C)(=O)O[C@H]1[C@H](OC2=C(C=CC(=C2)F)C2=CC=NC=C2)SC[C@H]([C@@H]1OC(C)=O)OC(C)=O (5-Fluoro-2-(4-pyridinyl)phenyl 2,3,4-tri-O-acetyl-5-thio-β-D-xylopyranoside). Isolated yield 79.0%. As a reaction SMILES: [C:1]([O:4][C@@H:5]1[C@@H:19]([O:20][C:21](=[O:23])[CH3:22])[C@H:18]([O:24][C:25](=[O:27])[CH3:26])[CH2:17][S:16][C@H:6]1[O:7][C:8]1[CH:13]=[C:12]([F:14])[CH:11]=[CH:10][C:9]=1Br)(=[O:3])[CH3:2].[N:28]1[CH:33]=[CH:32][C:31](B(O)O)=[CH:30][CH:29]=1>>[C:1]([O:4][C@@H:5]1[C@@H:19]([O:20][C:21](=[O:23])[CH3:22])[C@H:18]([O:24][C:25](=[O:27])[CH3:26])[CH2:17][S:16][C@H:6]1[O:7][C:8]1[CH:13]=[C:12]([F:14])[CH:11]=[CH:10][C:9]=1[C:31]1[CH:32]=[CH:33][N:28]=[CH:29][CH:30]=1)(=[O:3])[CH3:2]. Reported procedure: By carrying out the operation analogously to example 3, starting from 2-bromo-5-fluoro-phenyl 2,3,4-tri-O-acetyl-5-thio-β-D-xylopyranoside, obtained according to preparation V, and 4-pyridineboronic acid, the expected product is obtained in the form of a white solid with a yield of 79%.